The task is: describe an organic reaction: reactants, conditions, products, and yield. This data is from the Open Reaction Database (ORD), a public repository of structured organic reaction records. Reactants: [OH-].[K+] (potassium hydroxide), ClC1=NC(=NC(=N1)OC)OC (2-chloro-4,6-dimethoxy-S-triazine), C1(=CC=CC=C1)C(C(C(=O)O)S)(C)C (3-phenyl-3-methyl-2-mercaptobutyric acid). Run in O (water), O (water), CC(=O)C (acetone), CC(=O)C (acetone). Reaction conditions: time 30 minute. Yields the product C1(=CC=CC=C1)C(C(C(=O)O)SC1=NC(=NC(=N1)OC)OC)(C)C (3-phenyl-3-methyl-2-(4,6-dimethoxy-S-triazin-2-ylthio)butyric acid). The yield is 73.7%. Reaction SMILES: [C:1]1([C:7]([CH3:14])([CH3:13])[CH:8]([SH:12])[C:9]([OH:11])=[O:10])[CH:6]=[CH:5][CH:4]=[CH:3][CH:2]=1.[OH-].[K+].Cl[C:18]1[N:23]=[C:22]([O:24][CH3:25])[N:21]=[C:20]([O:26][CH3:27])[N:19]=1>CC(C)=O.O>[C:1]1([C:7]([CH3:14])([CH3:13])[CH:8]([S:12][C:18]2[N:23]=[C:22]([O:24][CH3:25])[N:21]=[C:20]([O:26][CH3:27])[N:19]=2)[C:9]([OH:11])=[O:10])[CH:6]=[CH:5][CH:4]=[CH:3][CH:2]=1 |f:1.2|. Procedure: 1.9 g of 3-phenyl-3-methyl-2-mercaptobutyric acid was dissolved in 50 ml of acetone, and 1.2 g of potassium hydroxide dissolved in 5 ml of water was added thereto under cooling with ice. 1.5 g of 2-chloro-4,6-dimethoxy-S-triazine dissolved in 20 ml of acetone was added thereto. The mixture was stirred for 30 minutes. Then, the reaction solution was poured into water and extracted with 50 ml of ethyl acetate. The aqueous layer was acidified with a citric acid aqueous solution and extracted with 1... The reactants are NC1=NC(=CC=C1)C(=O)O (2-Aminopyridine-6-carboxylic acid), Cl (HCl). Reagents/catalysts: O=[Pt]=O (PtO2). Run in CO (methanol). Run at time 2 hour. Product: Cl.NC1=NC(CCC1)C(=O)O (2-Amino-3,4,5,6-tetrahydropyridine-6-carboxylic acid HCl). Yield: 80.3%. As a reaction SMILES: [NH2:1][C:2]1[CH:7]=[CH:6][CH:5]=[C:4]([C:8]([OH:10])=[O:9])[N:3]=1.[ClH:11]>CO.O=[Pt]=O>[ClH:11].[NH2:1][C:2]1[CH2:7][CH2:6][CH2:5][CH:4]([C:8]([OH:10])=[O:9])[N:3]=1 |f:4.5|. Procedure details: 2-Aminopyridine-6-carboxylic acid (Farinaco. Ed. Sci. 1959, 14, 594; 2.01 g, 14.5 mmol) was dissolved in 90% methanol (200 ml) and conc. HCl (7.2 ml, 87.4 mmol) was added. The solution was hydrogenated over PtO2 (340 mg) in a Parr shaker apparatus at room temperature and 29 psig for 2 hours. Filtration and evaporation gave 2.08 g (80%) crude white crystals identified as the product by 300 MHz nmr and ir 1724 cm-1.